From a dataset of the Open Reaction Database (ORD), a public repository of structured organic reaction records. describe an organic reaction: reactants, conditions, products, and yield Reactants: ice, IC1=CC=C(C(=O)Cl)C=C1 (4-Iodobenzoyl chloride), [H+].C[C@@H]([C@@H](C1=CC=CC=C1)O)N.[Cl-] (norephedrine hydrochloride). The solvent is C(Cl)Cl (CH2Cl2), C(Cl)Cl (CH2Cl2), [OH-].[Na+] (NaOH). Conditions: temperature 0 celsius, time 4 hour. Product: IC1=CC=C(C(=O)NC(C(C2=CC=CC=C2)O)C)C=C1 (4-iodo-N-(2-hydroxy-1-methyl-2-phenylethyl) benzamide). The yield is 89.5%. RXN SMILES: [H+].[CH3:2][C@H:3]([NH2:12])[C@H:4]([OH:11])[C:5]1[CH:10]=[CH:9][CH:8]=[CH:7][CH:6]=1.[Cl-].[I:14][C:15]1[CH:23]=[CH:22][C:18]([C:19](Cl)=[O:20])=[CH:17][CH:16]=1>C(Cl)Cl.[OH-].[Na+]>[I:14][C:15]1[CH:23]=[CH:22][C:18]([C:19]([NH:12][CH:3]([CH3:2])[CH:4]([OH:11])[C:5]2[CH:6]=[CH:7][CH:8]=[CH:9][CH:10]=2)=[O:20])=[CH:17][CH:16]=1 |f:0.1.2,5.6|. Procedure details: To a ice-cooled mixture of norephedrine hydrochloride (1) (7.02 g, 37.5 mmol) in CH2Cl2 (180 mL) and 5% NaOH aqueous solution (60 mL) was added dropwise a solution of 4-Iodobenzoyl chloride (2c, 10.1 g, 37.9 mmol) in CH2Cl2 (100 mL). After the addition had completed, the resulting mixture was stirred at 0° C. for 4 h. The solvent was removed in vacuo. The residue was washed with H2O, dried, the recrystallized from EtOH to provide a white solid (12.8 g, 90%). mp 209-210° C. 1H NMR (DMSO-d6) d 1.0... The reactants are C(CCC)C1=C(NC2=CC=CC(=C2C1=O)SC)C(=O)OCC (Ethyl 3-butyl-1,4-dihydro-5-(methylthio)-4-oxo-2-quinoline carboxylate), [OH-].[Na+] (sodium hydroxide), Cl (hydrochloric acid). The solvent is O (water). Product: Cl.C(CCC)C1=C(NC2=CC=CC(=C2C1=O)SC)C(=O)O (3-butyl-1,4-dihydro-5-(methylthio)-4-oxo-2-quinoline carboxylic acid hydrochloride). RXN SMILES: [CH2:1]([C:5]1[C:14](=[O:15])[C:13]2[C:8](=[CH:9][CH:10]=[CH:11][C:12]=2[S:16][CH3:17])[NH:7][C:6]=1[C:18]([O:20]CC)=[O:19])[CH2:2][CH2:3][CH3:4].[OH-].[Na+].[ClH:25]>O>[ClH:25].[CH2:1]([C:5]1[C:14](=[O:15])[C:13]2[C:8](=[CH:9][CH:10]=[CH:11][C:12]=2[S:16][CH3:17])[NH:7][C:6]=1[C:18]([OH:20])=[O:19])[CH2:2][CH2:3][CH3:4] |f:1.2,5.6|. Procedure details: 0.63 g of the product of Step B in 10 ml of a N sodium hydroxide solution was stirred for 2 hours at reflux and the mixture was poured into ice-cooled water, acidified with concentrated hydrochloric acid, separated, washed with water, dried and impasted in 100 ml of ethyl acetate to obtain 495 mg of the desired product melting at 240° C. Reactants: O=C(CC(=O)OCC)CCC#CC(C(CC)Cl)O (ethyl 3-oxo-8-hydroxy -9-chloro-6-undecynoate), N1=CC=CC2=CC=CC=C12 (quinoline). Reagents/catalysts: [Pd] (palladium on barium sulfate). Reaction SMILES: [O:1]=[C:2]([CH2:9][CH2:10][C:11]#[C:12][CH:13]([OH:18])[CH:14]([Cl:17])[CH2:15][CH3:16])[CH2:3][C:4]([O:6][CH2:7][CH3:8])=[O:5].N1C2C(=CC=CC=2)C=CC=1>C(OCC)(=O)C.[Pd]>[O:1]=[C:2]([CH2:9][CH2:10]/[CH:11]=[CH:12]\[CH:13]([OH:18])[CH:14]([Cl:17])[CH2:15][CH3:16])[CH2:3][C:4]([O:6][CH2:7][CH3:8])=[O:5]. Procedure details: A solution of 4.6 g of the product of Step A in 66 ml of ethyl acetate containing 0.5 g of 5% palladium on barium sulfate and 0.625 ml of quinoline was hydrogenated and then was filtered to remove the catalyst. The filtrate was washed with dilute hydrochloric acid and then with water, was dried and evaporated to dryness to obtain 4.6 g of ethyl 3-oxo-8-hydroxy-9-chloro-cis-6-undecenoate with a refractive index of nD20 = 1.4800. Yields the product O=C(CC(=O)OCC)CC\C=C/C(C(CC)Cl)O (ethyl 3-oxo-8-hydroxy-9-chloro-cis-6-undecenoate). The yield is 99.3%. Run in C(C)(=O)OCC (ethyl acetate). Starting materials: ClC1=NC=CC=N1 (2-chloropyrimidine), Br.Br.Br.NCCN1CCC(CC1)NC1=NC2=C(N1CC1=CC=C(C=C1)F)C=CC(=C2)O (2-[[1-(2-aminoethyl)-4-piperidinyl]amino]-1-[(4-fluorophenyl)-methyl]-1H-benzimidazol-5-ol trihydrobromide), C(O)([O-])=O.[Na+] (sodium hydrogen carbonate). The solvent is C(C)O (ethanol). Yields the product 1-[, N1=C(N=CC=C1)NCCN1CCC(CC1)NC1=NC2=C(N1)C=CC(=C2)O (2-[[1-[2-(2-pyrimidinylamino)-ethyl]-4-piperidinyl]amino]-1H-benzimidazol-5-ol). Yield: 83.0%. Reaction SMILES: Cl[C:2]1[N:7]=[CH:6][CH:5]=[CH:4][N:3]=1.Br.Br.Br.[NH2:11][CH2:12][CH2:13][N:14]1[CH2:19][CH2:18][CH:17]([NH:20][C:21]2[N:25](CC3C=CC(F)=CC=3)[C:24]3[CH:34]=[CH:35][C:36]([OH:38])=[CH:37][C:23]=3[N:22]=2)[CH2:16][CH2:15]1.C(=O)([O-])O.[Na+]>C(O)C>[N:3]1[CH:4]=[CH:5][CH:6]=[N:7][C:2]=1[NH:11][CH2:12][CH2:13][N:14]1[CH2:19][CH2:18][CH:17]([NH:20][C:21]2[NH:25][C:24]3[CH:34]=[CH:35][C:36]([OH:38])=[CH:37][C:23]=3[N:22]=2)[CH2:16][CH2:15]1 |f:1.2.3.4,5.6|. Procedure details: A mixture of 1.7 parts of 2-chloropyrimidine, 9.66 parts of 2-[[1-(2-aminoethyl)-4-piperidinyl]amino]-1-[(4-fluorophenyl)-methyl]-1H-benzimidazol-5-ol trihydrobromide, 5 parts of sodium hydrogen carbonate and 80 parts of ethanol was stirred and refluxed overnight. The reaction mixture was evaporated and the residue was taken up in trichloromethane. The organic phase was washed with water, dried, filtered and evaporated. The residue was crystallized from a mixture of acetonitrile and methanol, yi... Reactants: O=C1C=C2CC[C@H]3[C@@H]4CCC(=C(C)C(=O)N)[C@]4(CC[C@@H]3[C@]2(C=C1)C)C (3-oxo-pregna-1,4,17(20)-triene-20-carboxylic acid amide), O=C1C=C2CC[C@H]3[C@@H]4CC[C@H](C(C)C(=O)N)[C@]4(CC[C@@H]3[C@]2(C=C1)C)C (3-oxo-pregna-1,4-diene-20-carboxylic acid amide), O=C1C=C2CC[C@H]3[C@@H]4CC[C@H](C(C)C(=O)N)[C@]4(CC[C@@H]3[C@]2(CC1)C)C (3-oxo-pregn-4-ene-20-carboxylic acid amide). Yields the product O=C1C=C2CC[C@H]3[C@@H]4CCC(=C(C)C(=O)N)[C@]4(CC[C@@H]3[C@]2(CC1)C)C (3-oxo-pregna-4,17(20)-diene-20-carboxylic acid amide), amido-steroid. As a reaction SMILES: [O:1]=[C:2]1[CH:23]=[CH:22][C@@:21]2([CH3:24])[C:4]([CH2:5][CH2:6][C@@H:7]3[C@@H:20]2[CH2:19][CH2:18][C@@:17]2([CH3:25])[C@H:8]3[CH2:9][CH2:10][C@@H:11]2[CH:12]([C:14]([NH2:16])=[O:15])[CH3:13])=[CH:3]1.O=C1CC[C@@]2(C)C(CC[C@@H]3[C@@H]2CC[C@@]2(C)[C@H]3CC[C@@H]2C(C(N)=O)C)=C1.O=C1C=C[C@@]2(C)C(CC[C@@H]3[C@@H]2CC[C@@]2(C)[C@H]3CCC2=C(C(N)=O)C)=C1>>[O:1]=[C:2]1[CH2:23][CH2:22][C@@:21]2([CH3:24])[C:4]([CH2:5][CH2:6][C@@H:7]3[C@@H:20]2[CH2:19][CH2:18][C@@:17]2([CH3:25])[C@H:8]3[CH2:9][CH2:10][C:11]2=[C:12]([C:14]([NH2:16])=[O:15])[CH3:13])=[CH:3]1. Procedure: reacting the carbonyl halide formed in (a) in the presence of a source of ammonia in a sufficient amount, to form the 3-oxo-pregna-1,4-diene-20-carboxylic acid amide; 3-oxo-pregn-4-ene-20-carboxylic acid amide; 3-oxo-pregna-1,4,17(20)-triene-20-carboxylic acid amide; and 3-oxo-pregna-4,17(20)-diene-20-carboxylic acid amide and mixtures thereof thereby obtaining the desired amido-steroid. The reactants are Cl.NO (hydroxylamine hydrochloride), C(OC)(OC)OC (trimethyl orthoformate), p-aminobenzaldehyde ethylene glycol acetal, [N-]=C=O.COC(CN)=O (glycine methyl ester isocyanate), N1=CC=CC=C1 (pyridine). The solvent is CO (CH3OH), C1CCOC1 (THF), C1CCOC1 (THF). Run at time 2 hour. The product is COC(=O)CNC(N)=O (N'-methoxycarbonylmethylurea). As a reaction SMILES: [N-:1]=[C:2]=[O:3].[CH3:4][O:5][C:6](=[O:9])[CH2:7][NH2:8].N1C=CC=CC=1.Cl.NO.C(OC)(OC)OC>C1COCC1.CO>[CH3:4][O:5][C:6]([CH2:7][NH:8][C:2](=[O:3])[NH2:1])=[O:9] |f:0.1,3.4|. Procedure: A solution of 0.1 mol of p-aminobenzaldehyde ethylene glycol acetal in 100 mL of anhydrous THF is added dropwise over 10 minutes to a solution of 0.1 mol glycine methyl ester isocyanate and 0.35 mol pyridine in 100 mL THF at room temperature under N2. The yellow reaction mixture is stirred at room temperature for 2 hours. After 1/2 hour a yellow-orange precipitate begins to form. After 2 hours the solvent is removed by rotary evaporator to give an orange, semisolid mass. A solution of 0.11 mmol ... The reactants are OCCBr, CO, [Na], COC(=O)CCS. Yields the product COC(=O)CCSCCO. RXN SMILES: [Br:9][CH2:10][CH2:11][OH:12].[CH3:13][OH:14].[Na:1].[SH:2][CH2:3][CH2:4][C:5](=[O:6])[O:7][CH3:8]>>[S:2]([CH2:3][CH2:4][C:5](=[O:6])[O:7][CH3:8])[CH2:10][CH2:11][OH:12]. Reactants: C(C)(C)(C)O[C@H](C(=O)O)C1=C(C2=CC=CC=C2C=C1C)C1=CCC(CC1)(C)C ((S)-2-tert-butoxy-2-(1-(4,4-dimethylcyclohex-1-enyl)-3-methylnaphthalen-2-yl)acetic acid), CC1(OB(OC1(C)C)C1=CCC2(CC2)CC1)C (4,4,5,5-tetramethyl-2-(spiro[2.5]oct-5-en-6-yl)-1,3,2-dioxaborolane), [OH-].[Li+] (lithium hydroxide). Conditions: temperature 50 celsius. Yields the product C(C)(C)(C)O[C@H](C(=O)O)C1=C(C2=CC=CC=C2C=C1C)C1=CCC2(CC2)CC1 ((S)-2-tert-butoxy-2-(3-methyl-1-(spiro[2.5]oct-5-en-6-yl)naphthalen-2-yl)acetic acid). RXN SMILES: [C:1]([O:5][C@@H:6]([C:10]1[C:19]([CH3:20])=[CH:18][C:17]2[C:12](=[CH:13][CH:14]=[CH:15][CH:16]=2)[C:11]=1[C:21]1[CH2:26][CH2:25][C:24]([CH3:28])([CH3:27])[CH2:23][CH:22]=1)[C:7]([OH:9])=[O:8])([CH3:4])([CH3:3])[CH3:2].CC1(C)C(C)(C)OB(C2CCC3(CC3)CC=2)O1.[OH-].[Li+]>>[C:1]([O:5][C@@H:6]([C:10]1[C:19]([CH3:20])=[CH:18][C:17]2[C:12](=[CH:13][CH:14]=[CH:15][CH:16]=2)[C:11]=1[C:21]1[CH2:26][CH2:25][C:24]2([CH2:28][CH2:27]2)[CH2:23][CH:22]=1)[C:7]([OH:9])=[O:8])([CH3:4])([CH3:2])[CH3:3] |f:2.3|. Procedure details: (S)-2-tert-butoxy-2-(3-methyl-1-(spiro[2.5]oct-5-en-6-yl)naphthalen-2-yl)acetic acid was prepared following the procedure for (S)-2-tert-butoxy-2-(1-(4,4-dimethylcyclohex-1-enyl)-3-methylnaphthalen-2-yl)acetic acid of Example 12 except using 4,4,5,5-tetramethyl-2-(spiro[2.5]oct-5-en-6-yl)-1,3,2-dioxaborolane instead of 2-(4,4-dimethylcyclohex-1-enyl)-4,4,5,5-tetramethyl-1,3,2-dioxaborolane and that in the final step the reaction was heated to 50° C. overnight followed by an addition of 10 equiva... Reactants: C(C1=CC=CC=C1)N[C@@H](CC(N)=O)C(=O)N[C@H]([C@@H](C(=O)N1[C@H](C(=O)NC(C)(C)C)CCC1)O)CC1=CC=CC=C1 (1-[(2S,3S)-3-(N2 -Benzyl-L-asparaginyl)amino-2-hydroxy-4-phenylbutyryl]-N-t-butyl-L-prolinamide), C=O (formalin). The product is C(C1=CC=CC=C1)N([C@@H](CC(N)=O)C(=O)N[C@H]([C@@H](C(=O)N1[C@H](C(=O)NC(C)(C)C)CCC1)O)CC1=CC=CC=C1)C (1-[(2S,3S)-3-(N2 -Benzyl-N2 -methyl-L-asparaginyl)amino-2-hydroxy-4-phenylbutyryl]-N-t-butyl-L-prolinamide). The yield is 73.2%. RXN SMILES: [CH2:1]([NH:8][C@H:9]([C:14]([NH:16][C@@H:17]([CH2:34][C:35]1[CH:40]=[CH:39][CH:38]=[CH:37][CH:36]=1)[C@H:18]([OH:33])[C:19]([N:21]1[CH2:32][CH2:31][CH2:30][C@H:22]1[C:23]([NH:25][C:26]([CH3:29])([CH3:28])[CH3:27])=[O:24])=[O:20])=[O:15])[CH2:10][C:11](=[O:13])[NH2:12])[C:2]1[CH:7]=[CH:6][CH:5]=[CH:4][CH:3]=1.[CH2:41]=O>>[CH2:1]([N:8]([CH3:41])[C@H:9]([C:14]([NH:16][C@@H:17]([CH2:34][C:35]1[CH:36]=[CH:37][CH:38]=[CH:39][CH:40]=1)[C@H:18]([OH:33])[C:19]([N:21]1[CH2:32][CH2:31][CH2:30][C@H:22]1[C:23]([NH:25][C:26]([CH3:29])([CH3:28])[CH3:27])=[O:24])=[O:20])=[O:15])[CH2:10][C:11](=[O:13])[NH2:12])[C:2]1[CH:7]=[CH:6][CH:5]=[CH:4][CH:3]=1. Procedure: Following a procedure similar to that described in Example 67, but using 200 mg (0.36 mmol) of 1-[(2S,3S)-3-(N2 -Benzyl-L-asparaginyl)amino-2-hydroxy-4-phenylbutyryl]-N-t-butyl-L-prolinamide (prepared as described in Example 86) and 41 μl (0.54 mmol) of 37% formalin, 149 mg of the title compound were obtained as a colorless powder, melting at 97°-100° C. The reactants are COB(OC)OC, CCOCC, Fc1cccc(Br)c1C(F)(F)F, [Na+], C1CCOC1, [OH-], OO. The product is Oc1cccc(F)c1C(F)(F)F. As a reaction SMILES: [CH3:13][O:14][B:15]([O:16][CH3:17])[O:18][CH3:19].[CH3:29][CH2:30][O:31][CH2:32][CH3:33].[F:1][c:2]1[c:3]([C:9]([F:10])([F:11])[F:12])[c:4]([Br:8])[cH:5][cH:6][cH:7]1.[Na+:21].[O:24]1[CH2:25][CH2:26][CH2:27][CH2:28]1.[OH-:20].[OH:22][OH:23]>>[F:1][c:2]1[c:3]([C:9]([F:10])([F:11])[F:12])[c:4]([OH:14])[cH:5][cH:6][cH:7]1.